This data is from the Open Reaction Database (ORD), a public repository of structured organic reaction records. The task is: describe an organic reaction: reactants, conditions, products, and yield Reactants: C (carbon black), C(C)(C)(C)OC(=O)C=1C(=CC=CC1)C1=CC=C(C=C1)CN1C(=NC(=C1C=NO)C=C)OCC (4′-[2-Ethoxy-5-(hydroxyiminomethyl)-4-vinylimidazol-1-ylmethyl]biphenyl-2-carboxylic acid t-butyl ester), C(C)O (ethanol). The reagents and catalysts are [OH-].[OH-].[Pd+2] (Pearlman's Catalyst), [OH-].[Pd+2].[OH-] (palladium hydroxide). Solvent: O (water). Reaction conditions: time 3 hour. Yields the product C(C)(C)(C)OC(=O)C=1C(=CC=CC1)C1=CC=C(C=C1)CN1C(=NC(=C1C=NO)CC)OCC (4′-[2-Ethoxy-4-ethyl-5-(hydroxyiminomethyl)imidazol-1-ylmethyl]biphenyl-2-carboxylic acid t-butyl ester). The yield is 95.3%. Reaction SMILES: [C:1]([O:5][C:6]([C:8]1[C:9]([C:14]2[CH:19]=[CH:18][C:17]([CH2:20][N:21]3[C:25]([CH:26]=[N:27][OH:28])=[C:24]([CH:29]=[CH2:30])[N:23]=[C:22]3[O:31][CH2:32][CH3:33])=[CH:16][CH:15]=2)=[CH:10][CH:11]=[CH:12][CH:13]=1)=[O:7])([CH3:4])([CH3:3])[CH3:2].C(O)C.C>[OH-].[OH-].[Pd+2].O>[C:1]([O:5][C:6]([C:8]1[C:9]([C:14]2[CH:19]=[CH:18][C:17]([CH2:20][N:21]3[C:25]([CH:26]=[N:27][OH:28])=[C:24]([CH2:29][CH3:30])[N:23]=[C:22]3[O:31][CH2:32][CH3:33])=[CH:16][CH:15]=2)=[CH:10][CH:11]=[CH:12][CH:13]=1)=[O:7])([CH3:3])([CH3:4])[CH3:2] |f:3.4.5|. Reported procedure: Intermediate (17c) (3.5 g, 7.7 mmol) was dissolved in ethanol (100 mL, 2 mol). Pearlman's Catalyst, wet (0.1:0.4:0.5, palladium hydroxide:carbon black:water, 660 mg) was added. The mixture was degassed and stirred at room temperature under hydrogen for 3 hours. The palladium was filtered off and the solute was concentrated to yield intermediate (17d) (3.3 g). MS m/z: [M+H+] calcd for C26H31N3O4, 450.2; found 450.3. Starting materials: COC=1C=C2C(=CC=NC2=CC1OC)OC1=CC(=C(N)C=C1C)C (4-[(6,7-Dimethoxy-4-quinolyl)oxy]-2,5-dimethylaniline), ClC(Cl)(OC(OC(Cl)(Cl)Cl)=O)Cl (triphosgene), C([O-])(O)=O.[Na+] (sodium bicarbonate), CCCC(CCC)O (4-heptanol). The solvent is C(C)N(CC)CC (triethylamine), C1(=CC=CC=C1)C (toluene), C(Cl)Cl (methylene chloride). The product is COC=1C=C2C(=CC=NC2=CC1OC)OC1=CC(=C(C=C1C)NC(OC(CCC)CCC)=O)C (1-Propylbutyl N-{4-[(6,7-dimethoxy-4-quinolyl)oxy]-2,5-dimethylphenyl}carbamate). The yield is 79.3%. As a reaction SMILES: [CH3:1][O:2][C:3]1[CH:4]=[C:5]2[C:10](=[CH:11][C:12]=1[O:13][CH3:14])[N:9]=[CH:8][CH:7]=[C:6]2[O:15][C:16]1[C:22]([CH3:23])=[CH:21][C:19]([NH2:20])=[C:18]([CH3:24])[CH:17]=1.Cl[C:26](Cl)([O:28]C(=O)OC(Cl)(Cl)Cl)Cl.[CH3:37][CH2:38][CH2:39][CH:40]([OH:44])[CH2:41][CH2:42][CH3:43].C(=O)(O)[O-].[Na+]>C(Cl)Cl.C(N(CC)CC)C.C1(C)C=CC=CC=1>[CH3:1][O:2][C:3]1[CH:4]=[C:5]2[C:10](=[CH:11][C:12]=1[O:13][CH3:14])[N:9]=[CH:8][CH:7]=[C:6]2[O:15][C:16]1[C:22]([CH3:23])=[CH:21][C:19]([NH:20][C:26](=[O:28])[O:44][CH:40]([CH2:41][CH2:42][CH3:43])[CH2:39][CH2:38][CH3:37])=[C:18]([CH3:24])[CH:17]=1 |f:3.4|. Procedure: 4-[(6,7-Dimethoxy-4-quinolyl)oxy]-2,5-dimethylaniline (50 mg) was added to toluene (5 ml), and triethylamine (0.5 ml), and the mixture was heated under reflux to prepare a solution. A solution of triphosgene (68 mg) in methylene chloride was then added thereto, and the mixture was heated under reflux for 10 min. Next, 4-heptanol (27 mg) was added thereto, and the mixture was further stirred with heating under reflux for 3 hr. A saturated aqueous sodium bicarbonate solution was added to stop the ... The reactants are ClC1=CC=C(N=N1)C=O (6-chloropyridazine-3-carbaldehyde), [BH4-].[Na+] (sodium borohydride). Run in CO (methanol). Run at time 2 hour. Product: ClC1=CC=C(N=N1)CO ((6-chloropyridazin-3-yl)methanol). RXN SMILES: [Cl:1][C:2]1[N:7]=[N:6][C:5]([CH:8]=[O:9])=[CH:4][CH:3]=1.[BH4-].[Na+]>CO>[Cl:1][C:2]1[N:7]=[N:6][C:5]([CH2:8][OH:9])=[CH:4][CH:3]=1 |f:1.2|. Procedure: To a suspension of 6-chloropyridazine-3-carbaldehyde (2.50 g, 17.5 mmol) in 30 mL of methanol (30 mL) at 0° C. was added sodium borohydride (0.26 g, 7.02 mmol). The reaction mixture was warmed to room temperature. After 2 hours, the reaction mixture was concentrated in vacuo and triturated with 20% MeOH in dichloromethane to provide (6-chloropyridazin-3-yl)methanol. Reactants: CS(=O)(=O)C1=C(C=CC(=C1)C1=CC=NC=C1)N (2-methanesulfonyl-4-pyridin-4-yl-phenylamine), naphthalene 2-sulfochloride, N1=CC=CC=C1 (pyridine). Solvent: ClCCl (dichloromethane). Run at temperature 70 celsius, time 6 hour. Yields the product CS(=O)(=O)C1=C(C=CC(=C1)C1=CC=NC=C1)NS(=O)(=O)C1=CC2=CC=CC=C2C=C1 (Naphthalene-2-sulfonic acid(2-methanesulfonyl-4-pyridin-4-yl-phenyl)-amide). Reaction SMILES: [CH3:1][S:2]([C:5]1[CH:10]=[C:9]([C:11]2[CH:16]=[CH:15][N:14]=[CH:13][CH:12]=2)[CH:8]=[CH:7][C:6]=1[NH2:17])(=[O:4])=[O:3].N1[CH:23]=[CH:22][CH:21]=[CH:20][CH:19]=1>ClCCl>[CH3:1][S:2]([C:5]1[CH:10]=[C:9]([C:11]2[CH:12]=[CH:13][N:14]=[CH:15][CH:16]=2)[CH:8]=[CH:7][C:6]=1[NH:17][S:2]([C:19]1[CH:9]=[CH:10][C:5]2[C:21](=[CH:22][CH:23]=[CH:7][CH:6]=2)[CH:20]=1)(=[O:4])=[O:3])(=[O:4])=[O:3]. Procedure: To a solution of 2-methanesulfonyl-4-pyridin-4-yl-phenylamine (cf. Example 20c, 0.046 g) in pyridine (0.5 ml) was added naphthalene-2-sulfochloride (0.051 g). The reaction mixture was stirred at 70° C. for 6 h, diluted with dichloromethane and chromatographed on silica gel using dichloromethane/methanol/ammonia to obtain the title compound (0.025 g) as an off-white solid. MS (ISP): 439.1 (M+H)+ Starting materials: BrC=1C=CC(=NC1)N (5-bromopyridin-2-amine), S1CCC(=CC1)B1OC(C(O1)(C)C)(C)C (2-(3,6-dihydro-2H-thiopyran-4-yl)-4,4,5,5-tetramethyl-1,3,2-dioxaborolane), C([O-])([O-])=O.[Na+].[Na+] (sodium carbonate). Reagents/catalysts: C1=CC=C(C=C1)P([C-]2C=CC=C2)C3=CC=CC=C3.C1=CC=C(C=C1)P([C-]2C=CC=C2)C3=CC=CC=C3.Cl[Pd]Cl.[Fe+2].C(Cl)Cl (PdCl2(dppf) CH2Cl2). The solvent is COCCOC (DME), C(C)(=O)OCC (ethyl acetate). Run at temperature 115 celsius. The product is S1CCC(=CC1)C=1C=CC(=NC1)N (5-(3,6-dihydro-2H-thiopyran-4-yl)pyridin-2-amine). The yield is 46.9%. As a reaction SMILES: Br[C:2]1[CH:3]=[CH:4][C:5]([NH2:8])=[N:6][CH:7]=1.[S:9]1[CH2:14][CH:13]=[C:12](B2OC(C)(C)C(C)(C)O2)[CH2:11][CH2:10]1.C(=O)([O-])[O-].[Na+].[Na+]>COCCOC.C(OCC)(=O)C.C1C=CC(P(C2C=CC=CC=2)[C-]2C=CC=C2)=CC=1.C1C=CC(P(C2C=CC=CC=2)[C-]2C=CC=C2)=CC=1.Cl[Pd]Cl.[Fe+2].C(Cl)Cl>[S:9]1[CH2:10][CH:11]=[C:12]([C:2]2[CH:3]=[CH:4][C:5]([NH2:8])=[N:6][CH:7]=2)[CH2:13][CH2:14]1 |f:2.3.4,7.8.9.10.11|. Procedure: To a solution of 5-bromopyridin-2-amine (344 mg, 1.99 mmol) in DME (6 mL) was added 2-(3,6-dihydro-2H-thiopyran-4-yl)-4,4,5,5-tetramethyl-1,3,2-dioxaborolane (300 mg, 1.33 mmol), and sodium carbonate (1.99 mL, 3.98 mmol). The mixture was purged with nitrogen for 5 min, and followed by the addition of PdCl2(dppf)-CH2Cl2 (108 mg, 0.13 mmol). The resulting mixture was heated to 115° C. in an oil bath for 5 h. The reaction mixture was diluted with ethyl acetate, washed with water, brine, dried and w... The reactants are O (water), CC1=NC2=C(N1C)C=C(C=1CCC(OC12)C1=CC=CC=C1)C(=O)O (2,3-dimethyl-8-phenyl-3,6,7,8-tetrahydro-chromeno[7,8-d]imidazole-5-carboxylic acid), C(O)CN (Ethanolamine), F[B-](F)(F)F.N1(N=NC2=C1C=CC=C2)OC(=[N+](C)C)N(C)C (O-(1H-benzotriazol-1-yl)-N,N,N′,N′-tetramethyluronium tetrafluoroborate). The solvent is ClCCl (dichloromethane). Run at time 64 hour. Product: OCCNC(=O)C=1C=2CCC(OC2C2=C(N(C(=N2)C)C)C1)C1=CC=CC=C1 (2,3 Dimethyl-8-phenyl-3,6,7,8-tetrahydro-chromeno[7,8-d]imidazole-5-carboxylic Acid (2-Hydroxy-ethyl)-amide). Isolated yield 15.6%. As a reaction SMILES: [CH3:1][C:2]1[N:6]([CH3:7])[C:5]2[CH:8]=[C:9]([C:22](O)=[O:23])[C:10]3[CH2:11][CH2:12][CH:13]([C:16]4[CH:21]=[CH:20][CH:19]=[CH:18][CH:17]=4)[O:14][C:15]=3[C:4]=2[N:3]=1.F[B-](F)(F)F.N1(OC(N(C)C)=[N+](C)C)C2C=CC=CC=2N=N1.[CH2:47]([CH2:49][NH2:50])[OH:48].O>ClCCl>[OH:48][CH2:47][CH2:49][NH:50][C:22]([C:9]1[C:10]2[CH2:11][CH2:12][CH:13]([C:16]3[CH:17]=[CH:18][CH:19]=[CH:20][CH:21]=3)[O:14][C:15]=2[C:4]2[N:3]=[C:2]([CH3:1])[N:6]([CH3:7])[C:5]=2[CH:8]=1)=[O:23] |f:1.2|. Procedure: To a suspension of 0.3 g (0.93 mmol) 2,3-dimethyl-8-phenyl-3,6,7,8-tetrahydro-chromeno[7,8-d]imidazole-5-carboxylic acid in dichloromethane (9 ml) were added 0.45 g (1.4 mmol) O-(1H-benzotriazol-1-yl)-N,N,N′,N′-tetramethyluronium tetrafluoroborate (TBTU) and the suspension was stirred for 64 h at room temperature. 284 μl (4.7 mmol) Ethanolamine were added and the mixture was stirred for 24 h at room temperature. The reaction was poured into water and the precipitate filtered off. The residue was... Starting materials: CC1=NN(C(=C1C1=CC=CC=C1)C)C1=CC=C(C=C1)CCNC(OC1=CC=CC=C1)=O (Phenyl 2-[4-(3,5-dimethyl-4-phenyl-1H-pyrazol-1-yl)phenyl]ethylcarbamate), C(#N)C1=CC=C(C=C1)S(=O)(=O)N (4-cyanobenzenesulfonamide). Product: C(#N)C1=CC=C(C=C1)S(=O)(=O)NC(=O)NCCC1=CC=C(C=C1)N1N=C(C(=C1C)C1=CC=CC=C1)C (4-Cyano-N-[({2-[4-(3,5-dimethyl-4-phenyl-1H-pyrazol-1-yl)phenyl]ethyl}amino)carbonyl]benzenesulfonamide). Reaction SMILES: [CH3:1][C:2]1[C:6]([C:7]2[CH:12]=[CH:11][CH:10]=[CH:9][CH:8]=2)=[C:5]([CH3:13])[N:4]([C:14]2[CH:19]=[CH:18][C:17]([CH2:20][CH2:21][NH:22][C:23](=[O:31])OC3C=CC=CC=3)=[CH:16][CH:15]=2)[N:3]=1.[C:32]([C:34]1[CH:39]=[CH:38][C:37]([S:40]([NH2:43])(=[O:42])=[O:41])=[CH:36][CH:35]=1)#[N:33]>>[C:32]([C:34]1[CH:35]=[CH:36][C:37]([S:40]([NH:43][C:23]([NH:22][CH2:21][CH2:20][C:17]2[CH:18]=[CH:19][C:14]([N:4]3[C:5]([CH3:13])=[C:6]([C:7]4[CH:12]=[CH:11][CH:10]=[CH:9][CH:8]=4)[C:2]([CH3:1])=[N:3]3)=[CH:15][CH:16]=2)=[O:31])(=[O:42])=[O:41])=[CH:38][CH:39]=1)#[N:33]. Procedure details: The title compound was prepared according to the procedure described in step 2 of Example 22 from phenyl 2-[4-(3,5-dimethyl-4-phenyl-1H-pyrazol-1-yl)phenyl]ethylcarbamate (step 1 of Example 22) and 4-cyanobenzenesulfonamide: 1H-NMR (CDCl3) δ 7.99 (2H, d, J=8.4 Hz), 7.72 (2H, d, J=8.4 Hz), 7.45-7.15 (9H, m), 6.16 (1H, br.s), 3.36-3.34 (2H, m), 2.77-2.73 (2H, m), 2.29 (3H, s), 2.21 (3H, s). Reactants: N1(CCOCC1)C(CC(C(=O)O)CCCC1=CC=CC=C1)=O (2-(2-Morpholin-4-yl-2-oxo-ethyl)-5-phenyl-pentanoic acid), NC([C@H](O)C=1OC=CN1)CCC1=CC=CC=C1 ((S)-2-Amino-1-oxazol-2-yl-4-phenyl-butan-1-ol). Product: O1C(=NC=C1)C(=O)[C@H](CCC1=CC=CC=C1)NC(C(CCCC1=CC=CC=C1)CC(=O)N1CCOCC1)=O (2-(2-Morpholin-4-yl-2-oxo-ethyl)-5-phenyl-pentanoic acid[(S)-1-(oxazole-2-carbonyl)-3-phenyl-propyl]-amide). As a reaction SMILES: [N:1]1([C:7](=[O:22])[CH2:8][CH:9]([CH2:13][CH2:14][CH2:15][C:16]2[CH:21]=[CH:20][CH:19]=[CH:18][CH:17]=2)[C:10]([OH:12])=O)[CH2:6][CH2:5][O:4][CH2:3][CH2:2]1.[NH2:23][CH:24]([CH2:32][CH2:33][C:34]1[CH:39]=[CH:38][CH:37]=[CH:36][CH:35]=1)[C@@H:25]([C:27]1[O:28][CH:29]=[CH:30][N:31]=1)[OH:26]>>[O:28]1[CH:29]=[CH:30][N:31]=[C:27]1[C:25]([C@@H:24]([NH:23][C:10](=[O:12])[CH:9]([CH2:8][C:7]([N:1]1[CH2:2][CH2:3][O:4][CH2:5][CH2:6]1)=[O:22])[CH2:13][CH2:14][CH2:15][C:16]1[CH:21]=[CH:20][CH:19]=[CH:18][CH:17]=1)[CH2:32][CH2:33][C:34]1[CH:39]=[CH:38][CH:37]=[CH:36][CH:35]=1)=[O:26]. Reported procedure: It is similarly prepared according to general procedure for Example 10 above but using 2-(2-Morpholin-4-yl-2-oxo-ethyl)-5-phenyl-pentanoic acid and (S)-2-Amino-1-oxazol-2-yl-4-phenyl-butan-1-ol. Starting materials: C(C1=CC=CC=C1)OC1=CC=C(C[C@H](CCC(N)=O)NC(CCCCCCC2=CC=CC=C2)=O)C=C1 ((S)-7-Phenyl-heptanoic acid [1-(4-benzyloxy-benzyl)-3-carbamoyl-propyl]-amide), P(=O)(Cl)(Cl)Cl (phosphoryl chloride). The solvent is N1=CC=CC=C1 (pyridine). Conditions: time 10 minute. The product is C(C1=CC=CC=C1)OC1=CC=C(C[C@H](CCC#N)NC(CCCCCCC2=CC=CC=C2)=O)C=C1 ((S)-7-Phenyl-heptanoic acid [1-(4-benzyloxy-benzyl)-3-cyano-propyl]-amide). Yield: 61.6%. Reaction SMILES: [CH2:1]([O:8][C:9]1[CH:36]=[CH:35][C:12]([CH2:13][C@@H:14]([NH:20][C:21](=[O:34])[CH2:22][CH2:23][CH2:24][CH2:25][CH2:26][CH2:27][C:28]2[CH:33]=[CH:32][CH:31]=[CH:30][CH:29]=2)[CH2:15][CH2:16][C:17](=O)[NH2:18])=[CH:11][CH:10]=1)[C:2]1[CH:7]=[CH:6][CH:5]=[CH:4][CH:3]=1.P(Cl)(Cl)(Cl)=O>N1C=CC=CC=1>[CH2:1]([O:8][C:9]1[CH:36]=[CH:35][C:12]([CH2:13][C@@H:14]([NH:20][C:21](=[O:34])[CH2:22][CH2:23][CH2:24][CH2:25][CH2:26][CH2:27][C:28]2[CH:33]=[CH:32][CH:31]=[CH:30][CH:29]=2)[CH2:15][CH2:16][C:17]#[N:18])=[CH:11][CH:10]=1)[C:2]1[CH:3]=[CH:4][CH:5]=[CH:6][CH:7]=1. Procedure details: To a stirred solution of (64) (171 mg, 0.35 mmol) in pyridine (9 mL) was added phosphoryl chloride (65 μl) at 0° under argon. After 10 minutes the mixture was brought to room temperature and stirring was continued for 1.5 hours. The solvent was evaporated under reduced pressure and the residue was dissolved in ethyl acetate (10 mL), dried, filtered and evaporated under reduced pressure to yield the crude product (101 mg) which was used without further purification. RXN SMILES: [C:1]([C:4]1([CH2:8][CH2:9][CH2:10][CH2:11][C:12](=[O:24])[CH2:13][CH2:14][CH2:15][CH2:16][C:17]2([C:21]([OH:23])=[O:22])[CH2:20][CH2:19][CH2:18]2)[CH2:7][CH2:6][CH2:5]1)([OH:3])=[O:2].[BH4-].[Na+].Cl>[OH-].[Na+].CC(O)C>[C:21]([C:17]1([CH2:16][CH2:15][CH2:14][CH2:13][CH:12]([OH:24])[CH2:11][CH2:10][CH2:9][CH2:8][C:4]2([C:1]([OH:3])=[O:2])[CH2:5][CH2:6][CH2:7]2)[CH2:18][CH2:19][CH2:20]1)([OH:23])=[O:22] |f:1.2,4.5|. Solvent: [OH-].[Na+] (NaOH), CC(C)O (i-PrOH). Reported procedure: To a solution of 1-[9-(1-carboxycyclobutyl)-5-oxononyl]-1-cyclo-butanecarboxylic acid (7.83 g, 23.1 mmol) in aqueous NaOH (1M, 70 mL) and i-PrOH (70 mL) was added NaBH4 (0.659 g, 17.3 mmol). After stirring for 3.5 h, the reaction mixture was acidified to pH˜1 with conc HCl and extracted with Et2O (1×250 mL, 2×150 mL). The combined organic layers were washed with brine (250 mL), dried (Na2SO4) and concentrated in vacuo. The remaining residue was dried under high vacuum to give 1-[9-(1-carboxycycl... Reactants: C(=O)(O)C1(CCC1)CCCCC(CCCCC1(CCC1)C(=O)O)=O (1-[9-(1-carboxycyclobutyl)-5-oxononyl]-1-cyclo-butanecarboxylic acid), [BH4-].[Na+] (NaBH4), Cl (HCl). The yield is 103.9%. The product is C(=O)(O)C1(CCC1)CCCCC(CCCCC1(CCC1)C(=O)O)O (1-[9-(1-carboxycyclobutyl)-5-hydroxynonyl]-1-cyclobutanecarboxylic acid). Run at time 3.5 hour.